This data is from the Open Reaction Database (ORD), a public repository of structured organic reaction records. The task is: describe an organic reaction: reactants, conditions, products, and yield Starting materials: C1COCCOCCOCCOCCOCCO1 (18-crown-6), N1=CC=CC2=CC=CC=C12 (quinoline), [F-].[K+] (KF), ClC=1C=C(C=O)C=CC1Cl (3,4-dichlorobenzaldehyde), FC(S(=O)(=O)OC1=C(C=CC=C1)[Si](C)(C)C)(F)F (2-(trimethylsilyl)phenyl trifluoromethanesulfonate), Pet. ether EtOAc. The solvent is C1CCOC1 (THF). Yields the product ClC=1C=C(C=CC1Cl)C1C2=C(N3C(C=CC4=CC=CC=C34)O1)C=CC=C2 (5-(3,4-dichlorophenyl)-5H,6aH-benzo[4,5][1,3]oxazino[3,2-a]quinoline). Yield: 67.0%. As a reaction SMILES: [N:1]1[C:10]2[C:5](=[CH:6][CH:7]=[CH:8][CH:9]=2)[CH:4]=[CH:3][CH:2]=1.[Cl:11][C:12]1[CH:13]=[C:14]([CH:17]=[CH:18][C:19]=1[Cl:20])[CH:15]=[O:16].FC(F)(F)S(O[C:27]1[CH:32]=[CH:31][CH:30]=[CH:29][C:28]=1[Si](C)(C)C)(=O)=O.[F-].[K+].C1OCCOCCOCCOCCOCCOC1>C1COCC1>[Cl:11][C:12]1[CH:13]=[C:14]([CH:15]2[O:16][CH:2]3[CH:3]=[CH:4][C:5]4[C:10]([N:1]3[C:28]3[CH:29]=[CH:30][CH:31]=[CH:32][C:27]2=3)=[CH:9][CH:8]=[CH:7][CH:6]=4)[CH:17]=[CH:18][C:19]=1[Cl:20] |f:3.4|. Procedure details: Following the general procedure, treatment of quinoline (0.064 g, 59 μL, 0.50 mmol) and 3,4-dichlorobenzaldehyde (0.130 g, 0.75 mmol) with 2-(trimethylsilyl)phenyl trifluoromethanesulfonate (0.179 g, 146 μL, 0.60 mmol) in the presence of KF (0.070 g, 1.2 mmol) and 18-crown-6 (0.317 g, 1.2 mmol) in THF (2.0 mL) at −10° C. to room temperature for 12 hrs followed by flash column chromatography (Pet. ether/EtOAc=75/25) of the crude reaction mixture afforded 5-(3,4-dichlorophenyl)-5H,6aH-benzo[4,5][1... Reactants: CC(=O)O, ClCCl, COC(=O)C1=C(CCc2nccs2)NC(CC(=O)N2CCN(CC3(CN)CCCC3)CC2)=C(C(=O)OC)C1c1c(Cl)cccc1Cl, O=C1CCCC1. Product: COC(=O)C1=C(CCc2nccs2)NC(CC(=O)N2CCN(CC3(CNC4CCCC4)CCCC3)CC2)=C(C(=O)OC)C1c1c(Cl)cccc1Cl. As a reaction SMILES: [C:53]([OH:54])(=[O:55])[CH3:56].[Cl:57][CH2:58][Cl:59].[NH2:1][CH2:2][C:3]1([CH2:8][N:9]2[CH2:10][CH2:11][N:12]([C:15]([CH2:16][C:17]3=[C:22]([C:23](=[O:24])[O:25][CH3:26])[CH:21]([c:27]4[c:28]([Cl:34])[cH:29][cH:30][cH:31][c:32]4[Cl:33])[C:20]([C:35](=[O:36])[O:37][CH3:38])=[C:19]([CH2:39][CH2:40][c:41]4[s:42][cH:43][cH:44][n:45]4)[NH:18]3)=[O:46])[CH2:13][CH2:14]2)[CH2:4][CH2:5][CH2:6][CH2:7]1.[O:47]=[C:48]1[CH2:49][CH2:50][CH2:51][CH2:52]1>>[NH:1]([CH2:2][C:3]1([CH2:8][N:9]2[CH2:10][CH2:11][N:12]([C:15]([CH2:16][C:17]3=[C:22]([C:23](=[O:24])[O:25][CH3:26])[CH:21]([c:27]4[c:28]([Cl:34])[cH:29][cH:30][cH:31][c:32]4[Cl:33])[C:20]([C:35](=[O:36])[O:37][CH3:38])=[C:19]([CH2:39][CH2:40][c:41]4[s:42][cH:43][cH:44][n:45]4)[NH:18]3)=[O:46])[CH2:13][CH2:14]2)[CH2:4][CH2:5][CH2:6][CH2:7]1)[CH:48]1[CH2:49][CH2:50][CH2:51][CH2:52]1. The reactants are ClCCl, CN(C)c1ccncc1, O=C1CCC(CO)N1, Cc1ccc(S(=O)(=O)Cl)cc1. Yields the product Cc1ccc(S(=O)(=O)CC2CCC(=O)N2)cc1. RXN SMILES: [CH2:20]([Cl:21])[Cl:22].[CH3:23][N:24]([CH3:25])[c:26]1[cH:27][cH:28][n:29][cH:30][cH:31]1.[OH:1][CH2:2][CH:3]1[CH2:4][CH2:5][C:6](=[O:8])[NH:7]1.[c:9]1([CH3:19])[cH:10][cH:11][c:12]([S:15](=[O:16])(=[O:17])[Cl:18])[cH:13][cH:14]1>>[CH2:2]([CH:3]1[CH2:4][CH2:5][C:6](=[O:8])[NH:7]1)[S:15]([c:12]1[cH:11][cH:10][c:9]([CH3:19])[cH:14][cH:13]1)(=[O:16])=[O:17].